Dataset: the Open Reaction Database (ORD), a public repository of structured organic reaction records. Task: describe an organic reaction: reactants, conditions, products, and yield Product: BrCC1=C(C(=O)OC)C(=CC(=C1)C=1C=NC(=C(C1)OC)OC)C (methyl 2-(bromomethyl)-4-(5,6-dimethoxy-3-pyridyl)-6-methyl-benzoate). Isolated yield 76.3%. Procedure: As shown in step 6-ii of Scheme 6, Compound 2022 (710 mg, 2.36 mmol) was dissolved in CCl4 (20 mL) and K2CO3 (651 mg, 4.71 mmol), NBS (461 mg, 2.59 mmol), and benzoyl peroxide (57 mg, 0.24 mmol) were added. The reaction mixture was heated to reflux for 4 hours. After cooling to room temperature, the reaction mixture was filtered and the solid washed with CCl4. The filtrate was concentrated to an oil under reduced pressure and purified by silica gel chromatography to provide methyl 2-(bromomethyl... Run in C(Cl)(Cl)(Cl)Cl (CCl4). RXN SMILES: [CH3:1][O:2][C:3]1[CH:4]=[C:5]([C:11]2[CH:20]=[C:19]([CH3:21])[C:14]([C:15]([O:17][CH3:18])=[O:16])=[C:13]([CH3:22])[CH:12]=2)[CH:6]=[N:7][C:8]=1[O:9][CH3:10].C([O-])([O-])=O.[K+].[K+].C1C(=O)N([Br:36])C(=O)C1.C(OOC(=O)C1C=CC=CC=1)(=O)C1C=CC=CC=1>C(Cl)(Cl)(Cl)Cl>[Br:36][CH2:21][C:19]1[CH:20]=[C:11]([C:5]2[CH:6]=[N:7][C:8]([O:9][CH3:10])=[C:3]([O:2][CH3:1])[CH:4]=2)[CH:12]=[C:13]([CH3:22])[C:14]=1[C:15]([O:17][CH3:18])=[O:16] |f:1.2.3|. Reactants: C(=O)([O-])[O-].[K+].[K+] (K2CO3), C1CC(=O)N(C1=O)Br (NBS), C(C1=CC=CC=C1)(=O)OOC(C1=CC=CC=C1)=O (benzoyl peroxide), COC=1C=C(C=NC1OC)C1=CC(=C(C(=O)OC)C(=C1)C)C (methyl 4-(5,6-dimethoxy-3-pyridyl)-2,6-dimethyl-benzoate).